The task is: describe an organic reaction: reactants, conditions, products, and yield. This data is from the Open Reaction Database (ORD), a public repository of structured organic reaction records. The reactants are C1(CCCCC1)CC(C[C@H](S(=O)(=O)[O-])O)C(=O)OC.[Na+] (sodium (S)-4-cyclohexyl-1-hydroxy-3-methoxycarbonyl-butane-1-sulfonate), [OH-].[Na+] (NaOH), C(C)(=O)O[BH-](OC(C)=O)OC(C)=O.[Na+] (Sodium triacetoxyborohydride), Cl.N[C@@H]1[C@H](CC=2C=CC(=CC2C1(CC)CC)O)OC ((6S,7S)-7-Amino-8,8-diethyl-6-methoxy-5,6,7,8-tetrahydro-naphthalen-2-ol hydrochloride). Solvent: CC1CCCO1 (2-MeTHF), CCOC(=O)C (EtOAc). Run at time 20 minute. Product: COC([C@H](CCN[C@H]1C(C2=CC(=CC=C2C[C@@H]1OC)O)(CC)CC)CC1CCCCC1)=O ((S)-2-Cyclohexylmethyl-4-((2S,3S)-1,1-diethyl-7-hydroxy-3-methoxy-1,2,3,4-tetrahydro-naphthalen-2-ylamino)-butyric acid methyl ester). Isolated yield 101.9%. Reaction SMILES: [CH:1]1([CH2:7][CH:8]([C:16]([O:18][CH3:19])=[O:17])[CH2:9][C@@H:10](O)S([O-])(=O)=O)[CH2:6][CH2:5][CH2:4][CH2:3][CH2:2]1.[Na+].[OH-].[Na+].Cl.[NH2:24][C@H:25]1[C:34]([CH2:37][CH3:38])([CH2:35][CH3:36])[C:33]2[CH:32]=[C:31]([OH:39])[CH:30]=[CH:29][C:28]=2[CH2:27][C@@H:26]1[O:40][CH3:41].C(O[BH-](OC(=O)C)OC(=O)C)(=O)C.[Na+]>CC1OCCC1.CCOC(C)=O>[CH3:19][O:18][C:16](=[O:17])[C@@H:8]([CH2:7][CH:1]1[CH2:6][CH2:5][CH2:4][CH2:3][CH2:2]1)[CH2:9][CH2:10][NH:24][C@@H:25]1[C@@H:26]([O:40][CH3:41])[CH2:27][C:28]2[C:33](=[CH:32][C:31]([OH:39])=[CH:30][CH:29]=2)[C:34]1([CH2:37][CH3:38])[CH2:35][CH3:36] |f:0.1,2.3,4.5,6.7|. Procedure: To a slurry of sodium (S)-4-cyclohexyl-1-hydroxy-3-methoxycarbonyl-butane-1-sulfonate (158 mg, 0.5 mmol) in 2-MeTHF (2 mL) was added 2N NaOH (0.22 mL, 0.44 mmol). The reaction mixture was stirred for 20 min at which time all of the solids had dissolved. (6S,7S)-7-Amino-8,8-diethyl-6-methoxy-5,6,7,8-tetrahydro-naphthalen-2-ol hydrochloride (100 mg, 0.35 mmol) was added and the mixture was stirred at RT for 30 min. Sodium triacetoxyborohydride (425 mg, 2.0 mmol) was added in 4 portions over 3 h. T... The reactants are Cl.NO (Hydroxylamine hydrochloride), C1(CC1)C(C(C(=O)C1=CC=C(C=C1)S(F)(F)(F)(F)F)=COCC)=O (3-cyclopropyl-2-ethoxymethylene-1-(4-pentafluorosulphanyl- phenyl)-propan-1,3-dione), C(C)(=O)[O-].[Na+] (sodium acetate). Procedure details: Hydroxylamine hydrochloride (0.42 g) was added to a stirred solution of 3-cyclopropyl-2-ethoxymethylene-1-(4-pentafluorosulphanyl- phenyl)-propan-1,3-dione (0.97 g) in ethanol. Anhydrous sodium acetate (0.49 g) was then added and stirring maintained for 1 hour. The solvent was evaporated and the residue distributed between dichloromethane and water. The organic phase was dried (magnesium sulphate) and evaporated, and the residual oil purified by chromatography eluting with ethyl acetate/hexane t... Solvent: C(C)O (ethanol). Product: C1(CC1)C1=C(C=NO1)C(C1=CC=C(C=C1)S(F)(F)(F)(F)F)=O.CCCCCC (hexane 5-cyclopropyl-4-(4-pentafluorosulphanyl- benzoyl)isoxazole). RXN SMILES: Cl.[NH2:2]O.[CH:4]1([C:7](=[O:27])[C:8](=[CH:23]OCC)[C:9]([C:11]2[CH:16]=[CH:15][C:14]([S:17]([F:22])([F:21])([F:20])([F:19])[F:18])=[CH:13][CH:12]=2)=[O:10])[CH2:6][CH2:5]1.C([O-])(=O)C.[Na+]>C(O)C>[CH:4]1([C:7]2[O:27][N:2]=[CH:23][C:8]=2[C:9](=[O:10])[C:11]2[CH:16]=[CH:15][C:14]([S:17]([F:22])([F:21])([F:20])([F:19])[F:18])=[CH:13][CH:12]=2)[CH2:6][CH2:5]1.[CH3:6][CH2:5][CH2:4][CH2:7][CH2:8][CH3:9] |f:0.1,3.4,6.7|. Reactants: C(N)(=O)CC(=N)N (carbamoylacetamidine), BrC(C(=O)C1=CC=CC=C1)C (2-bromopropiophenone). The solvent is C(C)O (ethanol), C(C)O (ethanol). Yields the product NC=1NC(=C(C1C(N)=O)C)C1=CC=CC=C1 (2-Amino-3-carbamoyl-4-methyl-5-phenylpyrrole). Isolated yield 4.9%. Reaction SMILES: [C:1]([CH2:4][C:5]([NH2:7])=[NH:6])(=[O:3])[NH2:2].Br[CH:9]([CH3:18])[C:10]([C:12]1[CH:17]=[CH:16][CH:15]=[CH:14][CH:13]=1)=O>C(O)C>[NH2:6][C:5]1[NH:7][C:10]([C:12]2[CH:17]=[CH:16][CH:15]=[CH:14][CH:13]=2)=[C:9]([CH3:18])[C:4]=1[C:1](=[O:3])[NH2:2]. Reported procedure: To a solution (20 ml) of carbamoylacetamidine (5.1 g) in ethanol was added a solution of 2-bromopropiophenone (4.0 g) in ethanol dropwise thereto under ice-cooling with stirring and the mixture was then stirred at room temperature overnight. The insoluble matter was filtered off and the filtrate was concentrated under reduced pressure. The obtained product was washed with benzene, purified by silica gel column chromatography (Wakogel C-200, 200 g; eluent: 50% ethyl acetate/n-hexane), and recryst... Starting materials: COc1ccc(CN(Cc2ccc(OC)cc2)c2nc(C)nc(-c3cc(C(OS(C)(=O)=O)c4ccc(S(=O)(=O)N(C)C)cc4)cnc3Nc3ccc(OC)nc3)n2)cc1, ClCCl, N, C1COCCO1. Yields the product COc1ccc(CN(Cc2ccc(OC)cc2)c2nc(C)nc(-c3cc(C(N)c4ccc(S(=O)(=O)N(C)C)cc4)cnc3Nc3ccc(OC)nc3)n2)cc1. Reaction SMILES: [CH3:1][S:2]([O:3][CH:6]([c:7]1[cH:8][cH:9][c:10]([S:13]([N:14]([CH3:15])[CH3:16])(=[O:17])=[O:18])[cH:11][cH:12]1)[c:19]1[cH:20][n:21][c:22]([NH:51][c:52]2[cH:53][n:54][c:55]([O:58][CH3:59])[cH:56][cH:57]2)[c:23](-[c:25]2[n:26][c:27]([CH3:50])[n:28][c:29]([N:31]([CH2:32][c:33]3[cH:34][cH:35][c:36]([O:39][CH3:40])[cH:37][cH:38]3)[CH2:41][c:42]3[cH:43][cH:44][c:45]([O:48][CH3:49])[cH:46][cH:47]3)[n:30]2)[cH:24]1)(=[O:4])=[O:5].[Cl:61][CH2:62][Cl:63].[NH3:60].[O:64]1[CH2:65][CH2:66][O:67][CH2:68][CH2:69]1>>[CH:6]([c:7]1[cH:8][cH:9][c:10]([S:13]([N:14]([CH3:15])[CH3:16])(=[O:17])=[O:18])[cH:11][cH:12]1)([c:19]1[cH:20][n:21][c:22]([NH:51][c:52]2[cH:53][n:54][c:55]([O:58][CH3:59])[cH:56][cH:57]2)[c:23](-[c:25]2[n:26][c:27]([CH3:50])[n:28][c:29]([N:31]([CH2:32][c:33]3[cH:34][cH:35][c:36]([O:39][CH3:40])[cH:37][cH:38]3)[CH2:41][c:42]3[cH:43][cH:44][c:45]([O:48][CH3:49])[cH:46][cH:47]3)[n:30]2)[cH:24]1)[NH2:60]. The reactants are BrC=1C=C2C(=NNC2=CC1)\C=C\1/OC2=C(C1=O)C=CC(=C2CN2CCN(CC2)C(=O)OC(C)(C)C)OC (tert-butyl (Z)-4-({2-[(5-bromo-1H-indazol-3-yl)methylene]-6-methoxy-3-oxo-2,3-dihydrobenzofuran-7-yl}methyl)piperazine-1-carboxylate), FC(C(=O)O)(F)F (trifluoroacetic acid). Solvent: C(Cl)Cl (methylene chloride). Run at time 8 hour. Yields the product BrC=1C=C2C(=NNC2=CC1)\C=C\1/OC2=C(C1=O)C=CC(=C2CN2CCNCC2)OC ((Z)-2-[(5-bromo-1H-indazol-3-yl)methylene]-6-methoxy-7-(piperazin-1-ylmethyl)benzofuran-3(2H)-one). Isolated yield 65.2%. Reaction SMILES: [Br:1][C:2]1[CH:3]=[C:4]2[C:8](=[CH:9][CH:10]=1)[NH:7][N:6]=[C:5]2/[CH:11]=[C:12]1\[O:13][C:14]2[C:21]([CH2:22][N:23]3[CH2:28][CH2:27][N:26](C(OC(C)(C)C)=O)[CH2:25][CH2:24]3)=[C:20]([O:36][CH3:37])[CH:19]=[CH:18][C:15]=2[C:16]\1=[O:17].FC(F)(F)C(O)=O>C(Cl)Cl>[Br:1][C:2]1[CH:3]=[C:4]2[C:8](=[CH:9][CH:10]=1)[NH:7][N:6]=[C:5]2/[CH:11]=[C:12]1\[O:13][C:14]2[C:21]([CH2:22][N:23]3[CH2:24][CH2:25][NH:26][CH2:27][CH2:28]3)=[C:20]([O:36][CH3:37])[CH:19]=[CH:18][C:15]=2[C:16]\1=[O:17]. Procedure: A solution of tert-butyl (Z)-4-({2-[(5-bromo-1H-indazol-3-yl)methylene]-6-methoxy-3-oxo-2,3-dihydrobenzofuran-7-yl}methyl)piperazine-1-carboxylate (0.160 g, 0.281 mmol) in methylene chloride (4 mL) was added with trifluoroacetic acid (4 mL) at room temperature, and the mixture was stirred overnight. The reaction mixture was concentrated, and then added with water (10 mL) and saturated aqueous sodium hydrogencarbonate (10 mL), and the mixture was stirred at room temperature for 1 hour. The reacti...